Dataset: the Open Reaction Database (ORD), a public repository of structured organic reaction records. Task: describe an organic reaction: reactants, conditions, products, and yield Reactants: FC1=CC=C(C=C1)[N+](=O)[O-] (1-Fluoro-4-nitrobenzene), COCCCN (3-methoxy-propylamine), ice water. Yields the product COCCCNC1=CC=C(C=C1)[N+](=O)[O-] (N-(3-Methoxvpropyl)-4-nitro-phenylamine). Reaction SMILES: F[C:2]1[CH:7]=[CH:6][C:5]([N+:8]([O-:10])=[O:9])=[CH:4][CH:3]=1.[CH3:11][O:12][CH2:13][CH2:14][CH2:15][NH2:16]>>[CH3:11][O:12][CH2:13][CH2:14][CH2:15][NH:16][C:2]1[CH:7]=[CH:6][C:5]([N+:8]([O-:10])=[O:9])=[CH:4][CH:3]=1. Procedure: 1-Fluoro-4-nitrobenzene (10 g, 70.8 mmoles) is refluxed for 5 hours with 36.5 g (410 mmoles) of 3-methoxy-propylamine. After that, the reaction product is poured onto 400 g of ice/water and the dye obtained is filtered off. A yellow dye with a melting point of 57°-59° C. is obtained. Starting materials: S1C(CCC1)C1=C(C=CC=C1)O (2-(tetrahydro-2-thienyl) phenol), C(C)OP(=S)(OCC)Cl (diethylchlorothiophosphate), C([O-])([O-])=O.[K+].[K+] (potassium carbonate). Run in C(C)C(=O)C (methyl ethyl ketone). Yields the product P(OCC)(OCC)(OC1=C(C=CC=C1)C1SCCC1)=S (O,O-Diethyl O-2-(Tetrahydro-2-Thienyl)Phenyl Phosphorothioate). Reaction SMILES: [S:1]1[CH2:5][CH2:4][CH2:3][CH:2]1[C:6]1[CH:11]=[CH:10][CH:9]=[CH:8][C:7]=1[OH:12].[CH2:13]([O:15][P:16](Cl)([O:18][CH2:19][CH3:20])=[S:17])[CH3:14].C(=O)([O-])[O-].[K+].[K+]>C(C(C)=O)C>[P:16](=[S:17])([O:12][C:7]1[CH:8]=[CH:9][CH:10]=[CH:11][C:6]=1[CH:2]1[CH2:3][CH2:4][CH2:5][S:1]1)([O:18][CH2:19][CH3:20])[O:15][CH2:13][CH3:14] |f:2.3.4|. Procedure: A mixture of 3 g. of 2-(tetrahydro-2-thienyl) phenol, 4 g. of diethylchlorothiophosphate, 50 ml. of methyl ethyl ketone and 10 g. of anhydrous potassium carbonate was refluxed for 5 hours. Thereafter, the solids were recovered by filtration and the solvent was removed. The residue was treated with ether and water resulting in the formation of a two-layer liquid. The water layer was removed and the ether layer was washed twice with water. The ether layer resulting therefrom was dried over magnesi...